This data is from the Open Reaction Database (ORD), a public repository of structured organic reaction records. The task is: describe an organic reaction: reactants, conditions, products, and yield Reported procedure: Sodium borohydride (NaBH4) (0.36 g, 9.7 mmol) is added at 0° C. to a solution of the previous 6-formyl-4,4-dimethyl-3,4-dihydro-2H-1-benzothiopyran (2.00 g, 9.7 mmol) in 20 ml of ethanol. The agitation was continued at this temperature for 30 minutes. After evaporation of the ethanol, it is taken up again in 100 ml of ethyl ether and acidified by an aqueous 3N solution of HCl to pH 1. The mixture is extracted with ether, dried over MgSO4 filtered and the solvents evaporated. The crude product is... RXN SMILES: [BH4-].[Na+].C([C:5]1[CH:6]=[CH:7][C:8]2[S:13][CH2:12][CH2:11][C:10]([CH3:15])([CH3:14])[C:9]=2[CH:16]=1)=O.[CH2:17]([OH:19])C>>[OH:19][CH2:17][CH:12]1[CH2:11][C:10]([CH3:14])([CH3:15])[C:9]2[CH:16]=[CH:5][CH:6]=[CH:7][C:8]=2[S:13]1 |f:0.1|. Run at time 30 minute. Yields the product OCC1SC2=C(C(C1)(C)C)C=CC=C2 (hydroxymethyl-4,4-dimethyl-3,4-dihydro-2H-1-benzothiopyrane). Reactants: [BH4-].[Na+] (Sodium borohydride), C(=O)C=1C=CC2=C(C(CCS2)(C)C)C1 (6-formyl-4,4-dimethyl-3,4-dihydro-2H-1-benzothiopyran), C(C)O (ethanol). Isolated yield 92.0%.